Dataset: the Open Reaction Database (ORD), a public repository of structured organic reaction records. Task: describe an organic reaction: reactants, conditions, products, and yield Reactants: BrCc1ccccc1, CS(C)=O, [H-], [H][H], NCCCNc1ccc(Br)cn1, [Na+], O. The product is NCCCN(Cc1ccccc1)c1ccc(Br)cn1. RXN SMILES: [Br:17][CH2:18][c:19]1[cH:20][cH:21][cH:22][cH:23][cH:24]1.[CH3:25][S:26]([CH3:27])=[O:28].[H-:1].[H:15][H:16].[NH2:3][CH2:4][CH2:5][CH2:6][NH:7][c:8]1[n:9][cH:10][c:11]([Br:14])[cH:12][cH:13]1.[Na+:2].[OH2:29]>>[NH2:3][CH2:4][CH2:5][CH2:6][N:7]([c:8]1[n:9][cH:10][c:11]([Br:14])[cH:12][cH:13]1)[CH2:18][c:19]1[cH:20][cH:21][cH:22][cH:23][cH:24]1. Reactants: C(CCCC)(=O)NC=1C=C(C(=O)OCC)C=CC1 (ethyl 3-(N-pentanoyl)aminobenzoate), CC(C)([O-])C.[K+] (potassium tert-butoxide), C(C)(=O)OCC.O (ethyl acetate water), C1(=CC=CC=C1)C(N1N=NC(=N1)C1=C(C=CC=C1)C1=CC=C(C=C1)CBr)(C1=CC=CC=C1)C1=CC=CC=C1 ([4-[2-(3-triphenylmethyl-3H-tetrazol-5-yl)phenyl]phenyl]methylbromide). Run in CN(C(C)=O)C (DMA). Reaction conditions: time 30 minute. Yields the product C1(=CC=CC=C1)C(N1N=NC(=N1)C1=C(C=CC=C1)C1=CC=C(C=C1)CN(C(CCCC)=O)C=1C=C(C(=O)OCC)C=CC1)(C1=CC=CC=C1)C1=CC=CC=C1 (ethyl 3-[N-[[4-[2-(3-triphenylmethyl-3H-tetrazol-5-yl)phenyl]phenyl]methyl]-N-pentanoylamino]benzoate). Yield: 93.6%. Reaction SMILES: [C:1]([NH:7][C:8]1[CH:9]=[C:10]([CH:16]=[CH:17][CH:18]=1)[C:11]([O:13][CH2:14][CH3:15])=[O:12])(=[O:6])[CH2:2][CH2:3][CH2:4][CH3:5].CC(C)([O-])C.[K+].[C:25]1([C:31]([C:57]2[CH:62]=[CH:61][CH:60]=[CH:59][CH:58]=2)([C:51]2[CH:56]=[CH:55][CH:54]=[CH:53][CH:52]=2)[N:32]2[N:36]=[C:35]([C:37]3[CH:42]=[CH:41][CH:40]=[CH:39][C:38]=3[C:43]3[CH:48]=[CH:47][C:46]([CH2:49]Br)=[CH:45][CH:44]=3)[N:34]=[N:33]2)[CH:30]=[CH:29][CH:28]=[CH:27][CH:26]=1.C(OCC)(=O)C.O>CN(C)C(=O)C>[C:57]1([C:31]([C:25]2[CH:30]=[CH:29][CH:28]=[CH:27][CH:26]=2)([C:51]2[CH:52]=[CH:53][CH:54]=[CH:55][CH:56]=2)[N:32]2[N:36]=[C:35]([C:37]3[CH:42]=[CH:41][CH:40]=[CH:39][C:38]=3[C:43]3[CH:48]=[CH:47][C:46]([CH2:49][N:7]([C:8]4[CH:9]=[C:10]([CH:16]=[CH:17][CH:18]=4)[C:11]([O:13][CH2:14][CH3:15])=[O:12])[C:1](=[O:6])[CH2:2][CH2:3][CH2:4][CH3:5])=[CH:45][CH:44]=3)[N:34]=[N:33]2)[CH:62]=[CH:61][CH:60]=[CH:59][CH:58]=1 |f:1.2,4.5|. Reported procedure: To a solution of ethyl 3-aminobenzoate (5.02 g) in N,N-dimethylacetamide (DMA, 50 ml) was added dropwise pentanoyl chloride (4.0 ml), and the mixture was stirred at room temperature for 1 hr. Saturated aqueous sodium hydrogencarbonate was added to the reaction mixture, and the mixture was stirred for 1 hr. The mixture was partitioned and extracted by adding ethyl acetate, and the extract was washed with saturated brine, dried over anhydrous sodium sulfate and concentrated to give ethyl 3-(N-pent... Starting materials: BrC1=CN=C(S1)S(=O)(=O)NC(C)(C)C (5-bromo-2-N-t-butylthiazole sulfonamide), C1(=CC=CC=C1)B(O)O (phenylboronic acid), C([O-])([O-])=O.[K+].[K+] (potassium carbonate). The solvent is C1(=CC=CC=C1)C (toluene), O.C(C)O (water ethanol), C(C)(=O)OCC (ethyl acetate). The product is C(C)(C)(C)NS(=O)(=O)C=1SC(=CN1)C1=CC=CC=C1 (N-t-butyl-5-phenyl-2-thiazole sulfonamide). Reaction SMILES: Br[C:2]1[S:6][C:5]([S:7]([NH:10][C:11]([CH3:14])([CH3:13])[CH3:12])(=[O:9])=[O:8])=[N:4][CH:3]=1.[C:15]1(B(O)O)[CH:20]=[CH:19][CH:18]=[CH:17][CH:16]=1.C(=O)([O-])[O-].[K+].[K+]>C1(C)C=CC=CC=1.O.C(O)C.C(OCC)(=O)C>[C:11]([NH:10][S:7]([C:5]1[S:6][C:2]([C:15]2[CH:20]=[CH:19][CH:18]=[CH:17][CH:16]=2)=[CH:3][N:4]=1)(=[O:9])=[O:8])([CH3:14])([CH3:13])[CH3:12] |f:2.3.4,6.7|. Reported procedure: In 10 mL of deoxygenated toluene was added 5-bromo-2-N-t-butylthiazole sulfonamide (0.30 g, 1.0 mmol), phenylboronic acid (0.12 g, 1.0 mmol) and potassium carbonate (0.28 g, 2.0 mmol) in 1.5 mL of water/ethanol (2:1). The mixture was deoxygenated for 30 min.. Tetrakis(triphenylphosphine) palladium (O) was added and reaction heated at reflux for 36 h. The reaction was diluted with ethyl acetate and washed with water (2X) followed by brine. The solvent was removed under reduced pressure and the pr...